This data is from the Open Reaction Database (ORD), a public repository of structured organic reaction records. The task is: describe an organic reaction: reactants, conditions, products, and yield Starting materials: Compound B3, C(#N)C1=CC=C2C=3C(C4=C(C(C3NC2=C1)(C)C)C=C(C=C4)C(=O)O)=O (3-cyano-6,6-dimethyl-11-oxo-6,11-dihydro-5H-benzo[b]carbazol-8-carboxylic acid), CS(=O)(=O)N1CCNCC1 (1-methanesulfonylpiperazine). Product: CS(=O)(=O)N1CCN(CC1)C(=O)C=1C=CC2=C(C(C=3NC4=CC(=CC=C4C3C2=O)C#N)(C)C)C1 (8-(4-Methanesulfonyl-piperazin-1-carbonyl)-6,6-dimethyl-11-oxo-6,11-dihydro-5H-benzo[b]carbazole-3-carbonitrile). RXN SMILES: [C:1]([C:3]1[CH:15]=[C:14]2[C:6]([C:7]3[C:8](=[O:25])[C:9]4[CH:21]=[CH:20][C:19]([C:22](O)=[O:23])=[CH:18][C:10]=4[C:11]([CH3:17])([CH3:16])[C:12]=3[NH:13]2)=[CH:5][CH:4]=1)#[N:2].[CH3:26][S:27]([N:30]1[CH2:35][CH2:34][NH:33][CH2:32][CH2:31]1)(=[O:29])=[O:28]>>[CH3:26][S:27]([N:30]1[CH2:35][CH2:34][N:33]([C:22]([C:19]2[CH:20]=[CH:21][C:9]3[C:8](=[O:25])[C:7]4[C:6]5[C:14](=[CH:15][C:3]([C:1]#[N:2])=[CH:4][CH:5]=5)[NH:13][C:12]=4[C:11]([CH3:16])([CH3:17])[C:10]=3[CH:18]=2)=[O:23])[CH2:32][CH2:31]1)(=[O:29])=[O:28]. Reported procedure: Under the same conditions as the method for synthesizing Compound B3-15, the title compound was prepared from Compound B2-28 and 1-methanesulfonylpiperazine. Reactants: C(C)N1N=CC(=C1)B1OC(C(O1)(C)C)(C)C (1-ethyl-4-(4,4,5,5-tetramethyl-1,3,2-dioxaborolan-2-yl)-1H-pyrazole), BrC=1C=NN(C1)C1COCC1 (4-bromo-1-(tetrahydrofuran-3-yl)-1H-pyrazole). Yields the product O1CC(CC1)N1N=CC(=C1)B1OC(C(O1)(C)C)(C)C (1-(tetrahydrofuran-3-yl)-4-(4,4,5,5-tetramethyl-1,3,2-dioxaborolan-2-yl)-1H-pyrazole). RXN SMILES: [CH2:1]([N:3]1[CH:7]=[C:6]([B:8]2[O:12][C:11]([CH3:14])([CH3:13])[C:10]([CH3:16])([CH3:15])[O:9]2)[CH:5]=[N:4]1)[CH3:2].BrC1C=NN([CH:23]2CC[O:25][CH2:24]2)C=1>>[O:25]1[CH2:24][CH2:23][CH:1]([N:3]2[CH:7]=[C:6]([B:8]3[O:12][C:11]([CH3:14])([CH3:13])[C:10]([CH3:15])([CH3:16])[O:9]3)[CH:5]=[N:4]2)[CH2:2]1. Procedure: The title compound was prepared in the same manner as 1-ethyl-4-(4,4,5,5-tetramethyl-1,3,2-dioxaborolan-2-yl)-1H-pyrazole starting with 4-bromo-1-(tetrahydrofuran-3-yl)-1H-pyrazole. Starting materials: [H-].[Na+] (Sodium hydride), C(C)=NO (acetaldoxime), ClC1=C(OC(C)O)C=CC(=C1Cl)C(C1=CC=C(C=C1)[N+](=O)[O-])=O (2,3-Dichloro-4-(4'-nitrobenzoyl)phenoxyethanol). Run in CN(C)C=O (DMF), CN(C)C=O (DMF). Reaction conditions: time 10 minute. Product: ClC1=C(OC(C)O)C=CC(=C1Cl)C(C1=CC=C(C=C1)O)=O (2,3-Dichloro-4-(4'-hydroxybenzoyl)phenoxyethanol). As a reaction SMILES: [H-].[Na+].C(=N[OH:6])C.[Cl:7][C:8]1[C:17]([Cl:18])=[C:16]([C:19](=[O:29])[C:20]2[CH:25]=[CH:24][C:23]([N+]([O-])=O)=[CH:22][CH:21]=2)[CH:15]=[CH:14][C:9]=1[O:10][CH:11]([OH:13])[CH3:12]>CN(C=O)C>[Cl:7][C:8]1[C:17]([Cl:18])=[C:16]([C:19](=[O:29])[C:20]2[CH:25]=[CH:24][C:23]([OH:6])=[CH:22][CH:21]=2)[CH:15]=[CH:14][C:9]=1[O:10][CH:11]([OH:13])[CH3:12] |f:0.1|. Procedure: Dry DMF (40 ml.) was cooled in an ice bath to 10°-15° C. Sodium hydride (7.2 g., 0.15 mole) was then added. The suspended mixture was stirred for 10 minutes and acetaldoxime (11.8 g., 0.2 mole) was added portionwise. After stirring for another 10 minutes the compound from Example 1 (17.8 g., 0.05 mole) in 30 ml. dry DMF was added dropwise. When the addition was completed, the ice bath was removed and the reaction mixture was stirred at room temperature for 21/2 hours. The mixture was poured into... The reactants are [Al+3], C1CCOC1, [H-], [H-], [H-], [H-], [Li+], O=Cc1ccc(Oc2ccccc2)s1, O. Yields the product OCc1ccc(Oc2ccccc2)s1. As a reaction SMILES: [Al+3:21].[CH2:1]1[O:2][CH2:3][CH2:4][CH2:5]1.[H-:20].[H-:23].[H-:24].[H-:25].[Li+:22].[O:6]([c:7]1[cH:8][cH:9][cH:10][cH:11][cH:12]1)[c:13]1[cH:14][cH:15][c:16]([CH:18]=[O:19])[s:17]1.[OH2:26]>>[O:6]([c:7]1[cH:8][cH:9][cH:10][cH:11][cH:12]1)[c:13]1[cH:14][cH:15][c:16]([CH2:18][OH:19])[s:17]1. The reactants are Cl.ClC1=C(CN)C=CC=C1 (2-chlorobenzylamine hydrochloride), [S-]C#N.[NH4+] (ammonium thiocyanate). Run in O (water). Product: ClC1=C(C=CC=C1)CNC(=S)N (1-(2-chlorophenyl)methyl thiourea). Yield: 59.8%. As a reaction SMILES: Cl.[Cl:2][C:3]1[CH:10]=[CH:9][CH:8]=[CH:7][C:4]=1[CH2:5][NH2:6].[S-:11][C:12]#[N:13].[NH4+]>O>[Cl:2][C:3]1[CH:10]=[CH:9][CH:8]=[CH:7][C:4]=1[CH2:5][NH:6][C:12]([NH2:13])=[S:11] |f:0.1,2.3|. Procedure details: A solution of 2-chlorobenzylamine hydrochloride (41 g, 0.23 mol) and ammonium thiocyanate (19.28 g, 0.253 mol) in water (170 mL) was heated on the steam bath for 18 hours. This mixture was concentrated in vacuo, and the residue was taken up in toluene (1 L) and azeotroped with a Dean-Stark head. The residue was triturated with wet diethyl ether to provide 27.6 g (60%) of 1-(2-chlorophenyl)methyl thiourea. The product was recrystallized from ethanol; mp 120°-122° C. The reactants are CC(=O)OCC(=O)C1(OC(C)=O)CCC2C3CCC4=CC(=O)CCC4(C)C3CCC21C, COCOC(C)=O, CC(=O)[O-], ClC(Cl)Cl, [Na+], O=P(Cl)(Cl)Cl. The product is CC(=O)OCC(=O)C1(OC(C)=O)CCC2C3C=C(C)C4=CC(=O)CCC4(C)C3CCC21C. RXN SMILES: [C:13]([CH3:14])(=[O:15])[O:16][C:17]1([C:18]([CH2:19][O:20][C:21]([CH3:22])=[O:23])=[O:24])[CH2:25][CH2:26][CH:27]2[CH:28]3[CH2:29][CH2:30][C:31]4=[CH:32][C:33](=[O:43])[CH2:34][CH2:35][C:36]4([CH3:37])[CH:38]3[CH2:39][CH2:40][C:41]12[CH3:42].[C:6]([O:7][CH2:8][O:9][CH3:10])(=[O:11])[CH3:12].[CH3:2][C:3](=[O:4])[O-:5].[CH:44]([Cl:45])([Cl:46])[Cl:47].[Na+:1].[P:48]([Cl:49])([Cl:50])([Cl:51])=[O:52]>>[CH3:2][C:30]1=[CH:29][CH:28]2[CH:27]3[CH2:26][CH2:25][C:17]([O:16][C:13]([CH3:14])=[O:15])([C:18]([CH2:19][O:20][C:21]([CH3:22])=[O:23])=[O:24])[C:41]3([CH3:42])[CH2:40][CH2:39][CH:38]2[C:36]2([CH3:37])[C:31]1=[CH:32][C:33](=[O:43])[CH2:34][CH2:35]2.